This data is from the Open Reaction Database (ORD), a public repository of structured organic reaction records. The task is: describe an organic reaction: reactants, conditions, products, and yield Reactants: S1SC(CC1)CCCCCN1C(C2=CC=CC=C2C1=O)=O (2-[5-(1,2-dithiolan-3-yl)pentyl]isoindole-1,3-dione), C1(CCC(=O)O1)=O (succinic anhydride). Product: S1SC(CC1)CCCCCNC(CCC(=O)O)=O (N-[5-(1,2-Dithiolan-3-yl)pentyl]succinamic acid). Isolated yield 38.0%. Reported procedure: The reaction was effected as described in Example 61, but using a solution of 1.5 mmol of 2-[5-(1,2-dithiolan-3-yl)pentyl]isoindole-1,3-dione in 3 ml of toluene, 2 ml of methanol, 2 ml of butylamine, 4 ml of pyridine and 230 mg of succinic anhydride. The solvent was removed from the reaction mixture by distillation under reduced pressure. Water was added to the residue, after which it was extracted with ethyl acetate. The extract was washed with a saturated aqueous solution of sodium chloride an... RXN SMILES: [S:1]1[CH2:5][CH2:4][CH:3]([CH2:6][CH2:7][CH2:8][CH2:9][CH2:10][N:11]2[C:19](=[O:20])[C:18]3[C:13](=CC=CC=3)[C:12]2=[O:21])[S:2]1.C1(=O)OC(=[O:26])CC1>C1(C)C=CC=CC=1.CO.C(N)CCC.N1C=CC=CC=1>[S:1]1[CH2:5][CH2:4][CH:3]([CH2:6][CH2:7][CH2:8][CH2:9][CH2:10][NH:11][C:19](=[O:20])[CH2:18][CH2:13][C:12]([OH:21])=[O:26])[S:2]1. Solvent: CO (methanol), C(CCC)N (butylamine), C1(=CC=CC=C1)C (toluene), N1=CC=CC=C1 (pyridine). Reactants: [N+](=O)([O-])C1=C(C=CC=C1)C(CO)C (2-(2-nitrophenyl)propanol), C1=CN(C=N1)C(=O)N2C=CN=C2 (N,N-carbonyldiimidazole), [N+](=O)([O-])C (nitromethane), COS(=O)(=O)C(F)(F)F (trifluoromethanesulfonic acid methyl ester), 5′-O. Solvent: ClCCl (dichloromethane), ClCCl (dichloromethane). Reaction conditions: temperature 0 celsius, time 30 minute. The product is [O-]S(=O)(=O)C(F)(F)F.C[N+]1=CN(C=C1)C(=O)OCC(C)C1=C(C=CC=C1)[N+](=O)[O-] (1-methyl-3-[2-(2-nitrophenyl)propoxycarbonyl]imidazolium triflate). As a reaction SMILES: C1N=CN([C:6]([N:8]2[CH:12]=[N:11][CH:10]=[CH:9]2)=[O:7])C=1.[N+]([CH3:16])([O-])=O.C[O:18][S:19]([C:22]([F:25])([F:24])[F:23])(=[O:21])=[O:20].[N+:26]([C:29]1[CH:34]=[CH:33][CH:32]=[CH:31][C:30]=1[CH:35]([CH3:38])[CH2:36][OH:37])([O-:28])=[O:27]>ClCCl>[O-:21][S:19]([C:22]([F:25])([F:24])[F:23])(=[O:20])=[O:18].[CH3:16][N+:11]1[CH:10]=[CH:9][N:8]([C:6]([O:37][CH2:36][CH:35]([C:30]2[CH:31]=[CH:32][CH:33]=[CH:34][C:29]=2[N+:26]([O-:28])=[O:27])[CH3:38])=[O:7])[CH:12]=1 |f:5.6|. Procedure: 2.19 g N,N-carbonyldiimidazole (13.5 mmol) are dissolved in 40 ml absolute dichloromethane and 10 ml absolute nitromethane in a nitrogen atmosphere and cooled to 0° C. 3 ml trifluoromethanesulfonic acid methyl ester (27 mmol) are added and stirred at 0° C. After 30 minutes, a solution consisting of 1.22 g 2-(2-nitrophenyl)propanol (6.75 mmol) in 10 ml absolute dichloromethane are added. After a reaction time of 1 hour, the reaction solution can be used directly for acylation with 1.2 equivalents... The reactants are CC(C)(C)OC(=O)NCCCCC(=O)OCc1ccccc1, O=C(O)C(F)(F)F. The product is NCCCCC(=O)OCc1ccccc1. As a reaction SMILES: [C:1]([O:2][C:3]([CH3:4])([CH3:5])[CH3:6])(=[O:7])[NH:8][CH2:9][CH2:10][CH2:11][CH2:12][C:13](=[O:14])[O:15][CH2:16][c:17]1[cH:18][cH:19][cH:20][cH:21][cH:22]1.[F:23][C:24]([F:25])([F:26])[C:27]([OH:28])=[O:29]>>[NH2:8][CH2:9][CH2:10][CH2:11][CH2:12][C:13](=[O:14])[O:15][CH2:16][c:17]1[cH:18][cH:19][cH:20][cH:21][cH:22]1. Reactants: C=CC(=O)NC(C)(C)c1ccc(CC#N)cc1, C[N+](C)(C)Cc1ccccc1, C1COCCO1, [OH-], c1c[nH]cn1. The product is CC(C)(NC(=O)CCn1ccnc1)c1ccc(CC#N)cc1. Reaction SMILES: [C:1](#[N:2])[CH2:3][c:4]1[cH:5][cH:6][c:7]([C:10]([CH3:11])([CH3:12])[NH:13][C:14]([CH:15]=[CH2:16])=[O:17])[cH:8][cH:9]1.[CH2:24]([N+:25]([CH3:26])([CH3:27])[CH3:28])[c:29]1[cH:30][cH:31][cH:32][cH:33][cH:34]1.[CH2:35]1[O:36][CH2:37][CH2:38][O:39][CH2:40]1.[OH-:23].[nH:18]1[cH:19][n:20][cH:21][cH:22]1>>[C:1](#[N:2])[CH2:3][c:4]1[cH:5][cH:6][c:7]([C:10]([CH3:11])([CH3:12])[NH:13][C:14]([CH2:15][CH2:16][n:18]2[cH:19][n:20][cH:21][cH:22]2)=[O:17])[cH:8][cH:9]1. Starting materials: C[C@@]1(C([C@H](CC1)C(=O)O)(C)C)C(=O)O ((1R,3S)-1,2,2-trimethylcyclopentane-1,3-dicarboxylic acid), [H-].[H-].[H-].[H-].[Li+].[Al+3].C1CCOC1 (LiAlH4 THF). Run in C1CCOC1 (THF). Run at time 1 hour. Yields the product C[C@@]1(C([C@H](CC1)CO)(C)C)CO (((1R,3S)-1,2,2-trimethylcyclopentane-1,3-diyl)dimethanol). Yield: 96.2%. As a reaction SMILES: [CH3:1][C@@:2]1([C:12](O)=[O:13])[CH2:6][CH2:5][C@H:4]([C:7](O)=[O:8])[C:3]1([CH3:11])[CH3:10].[H-].[H-].[H-].[H-].[Li+].[Al+3].C1COCC1>C1COCC1>[CH3:1][C@@:2]1([CH2:12][OH:13])[CH2:6][CH2:5][C@H:4]([CH2:7][OH:8])[C:3]1([CH3:10])[CH3:11] |f:1.2.3.4.5.6.7|. Procedure: A solution of (1R,3S)-1,2,2-trimethylcyclopentane-1,3-dicarboxylic acid (26.25 g, 131 mmol) in THF (400 mL) was cooled in an ice bath (10° C.) and to this was added 1M LiAlH4/THF (328 mL, 328 mmol), dropwise over 1 h. The ice bath was removed and the white slurry was stirred for 5 h at room temperature and 17 h at reflux. After cooling to room temperature, the mixture was diluted with Et2O (500 mL), cooled in an ice bath and carefully quenched with water (12.2 mL), 15% NaOH (12.2 mL) and water (... Reactants: FC(C1=C(C=CC=C1)C1=CC=CC2=C1CC(O2)CN)(F)F ((±)-1-{4-[2-(trifluoromethyl)phenyl]-2,3-dihydro-1-benzofuran-2-yl}methanamine), Intermediate 12, C(C)(C)N(CC)C(C)C (diisopropylethylamine), ClC(=O)OCC1=CC=CC=C1 (benzyl chloroformate). The product is C(C1=CC=CC=C1)OC(NCC1OC2=C(C1)C(=CC=C2)C2=C(C=CC=C2)C(F)(F)F)=O ((±)-benzyl({4-[2-(trifluoromethyl)phenyl]-2,3-dihydro-1-benzofuran-2-yl}methyl)carbamate). Yield: 90.8%. As a reaction SMILES: [F:1][C:2]([F:21])([F:20])[C:3]1[CH:8]=[CH:7][CH:6]=[CH:5][C:4]=1[C:9]1[C:14]2[CH2:15][CH:16]([CH2:18][NH2:19])[O:17][C:13]=2[CH:12]=[CH:11][CH:10]=1.C(N(C(C)C)CC)(C)C.Cl[C:32]([O:34][CH2:35][C:36]1[CH:41]=[CH:40][CH:39]=[CH:38][CH:37]=1)=[O:33]>>[CH2:35]([O:34][C:32](=[O:33])[NH:19][CH2:18][CH:16]1[CH2:15][C:14]2[C:9]([C:4]3[CH:5]=[CH:6][CH:7]=[CH:8][C:3]=3[C:2]([F:20])([F:1])[F:21])=[CH:10][CH:11]=[CH:12][C:13]=2[O:17]1)[C:36]1[CH:41]=[CH:40][CH:39]=[CH:38][CH:37]=1. Reported procedure: Treatment of (±)-1-{4-[2-(trifluoromethyl)phenyl]-2,3-dihydro-1-benzofuran-2-yl}methanamine (2.21 g, 6.7 mmol) with diisopropylethylamine (1.3 g, 10.05 mmol) followed by benzyl chloroformate (1.25 g, 7.37 mmol) generally according to the procedure described for Intermediate 12 provided 2.6 g (91%) of (±)-benzyl({4-[2-(trifluoromethyl)phenyl]-2,3-dihydro-1-benzofuran-2-yl}methyl)carbamate as a colorless oil. Anal. calcd. for C24H20F3NO3: C, 67.44; H, 4.72; N, 3.28. Found: C, 67.5; H, 4.7; N, 3.13... Starting materials: C1COCCO1, CC(C)(C)[O-], CCOC(C)=O, Cc1cc(Cl)nc2ccc(O)cc12, COC1CN(C(=O)Cc2ccc(OC(F)(F)F)cc2)CC1N, [Na+], O=C(C=Cc1ccccc1)C=Cc1ccccc1, O=C(C=Cc1ccccc1)C=Cc1ccccc1, O=C(C=Cc1ccccc1)C=Cc1ccccc1, O, [Pd], [Pd]. The product is COC1CN(C(=O)Cc2ccc(OC(F)(F)F)cc2)CC1Nc1cc(C)c2cc(O)ccc2n1. RXN SMILES: [CH2:36]1[O:37][CH2:38][CH2:39][O:40][CH2:41]1.[CH3:42][C:43]([CH3:44])([O-:45])[CH3:46].[CH3:48][CH2:49][O:50][C:51](=[O:52])[CH3:53].[Cl:1][c:2]1[n:3][c:4]2[cH:5][cH:6][c:7]([OH:13])[cH:8][c:9]2[c:10]([CH3:12])[cH:11]1.[NH2:14][CH:15]1[CH2:16][N:17]([C:22]([CH2:23][c:24]2[cH:25][cH:26][c:27]([O:30][C:31]([F:32])([F:33])[F:34])[cH:28][cH:29]2)=[O:35])[CH2:18][CH:19]1[O:20][CH3:21].[Na+:47].[O:57]=[C:58]([CH:59]=[CH:60][c:61]1[cH:62][cH:63][cH:64][cH:65][cH:66]1)[CH:67]=[CH:68][c:69]1[cH:70][cH:71][cH:72][cH:73][cH:74]1.[O:75]=[C:76]([CH:77]=[CH:78][c:79]1[cH:80][cH:81][cH:82][cH:83][cH:84]1)[CH:85]=[CH:86][c:87]1[cH:88][cH:89][cH:90][cH:91][cH:92]1.[O:93]=[C:94]([CH:95]=[CH:96][c:97]1[cH:98][cH:99][cH:100][cH:101][cH:102]1)[CH:103]=[CH:104][c:105]1[cH:106][cH:107][cH:108][cH:109][cH:110]1.[OH2:54].[Pd:55].[Pd:56]>>[c:2]1([NH:14][CH:15]2[CH2:16][N:17]([C:22]([CH2:23][c:24]3[cH:25][cH:26][c:27]([O:30][C:31]([F:32])([F:33])[F:34])[cH:28][cH:29]3)=[O:35])[CH2:18][CH:19]2[O:20][CH3:21])[n:3][c:4]2[cH:5][cH:6][c:7]([OH:13])[cH:8][c:9]2[c:10]([CH3:12])[cH:11]1. The reactants are BrC(C(=O)C1=C(C=C(C=C1)Cl)Cl)C (2-Bromo-1-(2,4-dichloro-phenyl)-propane-1-one), ClC1=C(C=CC(=C1)Cl)C1(CC1)C(=N)N (1-(2,4-Dichloro-phenyl)-cyclopropanecarboxamidine), CCN(C(C)C)C(C)C (Huenigs Base). The solvent is CN(C)C=O (DMF). Conditions: temperature 85 celsius, time 12 hour. Product: ClC1=C(C=CC(=C1)Cl)C=1N=C(NC1C)C1(CC1)C1=C(C=C(C=C1)Cl)Cl (4-(2,4-Dichloro-phenyl)-2-[1-(2,4-dichloro-phenyl)-cyclopropyl]-5-methyl-1H-imidazole). Reaction SMILES: Br[CH:2]([CH3:13])[C:3]([C:5]1[CH:10]=[CH:9][C:8]([Cl:11])=[CH:7][C:6]=1[Cl:12])=O.[Cl:14][C:15]1[CH:20]=[C:19]([Cl:21])[CH:18]=[CH:17][C:16]=1[C:22]1([C:25]([NH2:27])=[NH:26])[CH2:24][CH2:23]1.CCN(C(C)C)C(C)C>CN(C=O)C>[Cl:12][C:6]1[CH:7]=[C:8]([Cl:11])[CH:9]=[CH:10][C:5]=1[C:3]1[N:27]=[C:25]([C:22]2([C:16]3[CH:17]=[CH:18][C:19]([Cl:21])=[CH:20][C:15]=3[Cl:14])[CH2:24][CH2:23]2)[NH:26][C:2]=1[CH3:13]. Procedure details: 2-Bromo-1-(2,4-dichloro-phenyl)-propane-1-one (28.2 mg, 0.1 mmol), (1-(2,4-Dichloro-phenyl)-cyclopropanecarboxamidine (22.9 mg, 0.1 mmol) and Huenigs Base (20 μl, 0.1 mmol) were dissolved in 1 mL dry DMF and stirred for 12 hours at 85° C. The crude reaction mixture was purified by reversed phase chromatography to provide 4-(2,4-Dichloro-phenyl)-2-[1-(2,4-dichloro-phenyl)-cyclopropyl]-5-methyl-1H-imidazole. (3.9 mg, 9.5%). ESI MS m/z=411.2, 413.2. Starting materials: C(C)OC(=O)C1=CC2=C(N(C(=N2)C=2C=C3C=CC(=NC3=CC2)C2=CC(=CC=C2C2=CC=C(C=C2)F)C(=O)N2CCCC2)C2CCCCC2)C=C1 (1-Cyclohexyl-2-{2-[4′-fluoro-4-(pyrrolidine-1-carbonyl)biphen-2-yl]quinolin-6-yl}-1H-benzimidazole-5-carboxylic acid Ethyl Ester), COC1=CC=C(C=C1)B(O)O (4-methoxyphenylboronic acid). Product: C(C)OC(=O)C1=CC2=C(N(C(=N2)C=2C=C3C=CC(=NC3=CC2)C2=CC(=CC=C2C2=CC=C(C=C2)OC)C(=O)N2CCCC2)C2CCCCC2)C=C1 (1-Cyclohexyl-2-{2-[4′-methoxy-4-(pyrrolidine-1-carbonyl)biphen-2-yl]quinolin-6-yl}-1H-benzimidazole-5-carboxylic acid Ethyl Ester). RXN SMILES: [CH2:1]([O:3][C:4]([C:6]1[CH:50]=[CH:49][C:9]2[N:10]([CH:43]3[CH2:48][CH2:47][CH2:46][CH2:45][CH2:44]3)[C:11]([C:13]3[CH:14]=[C:15]4[C:20](=[CH:21][CH:22]=3)[N:19]=[C:18]([C:23]3[C:28]([C:29]5[CH:34]=[CH:33][C:32](F)=[CH:31][CH:30]=5)=[CH:27][CH:26]=[C:25]([C:36]([N:38]5[CH2:42][CH2:41][CH2:40][CH2:39]5)=[O:37])[CH:24]=3)[CH:17]=[CH:16]4)=[N:12][C:8]=2[CH:7]=1)=[O:5])[CH3:2].[CH3:51][O:52]C1C=CC(B(O)O)=CC=1>>[CH2:1]([O:3][C:4]([C:6]1[CH:50]=[CH:49][C:9]2[N:10]([CH:43]3[CH2:48][CH2:47][CH2:46][CH2:45][CH2:44]3)[C:11]([C:13]3[CH:14]=[C:15]4[C:20](=[CH:21][CH:22]=3)[N:19]=[C:18]([C:23]3[C:28]([C:29]5[CH:34]=[CH:33][C:32]([O:52][CH3:51])=[CH:31][CH:30]=5)=[CH:27][CH:26]=[C:25]([C:36]([N:38]5[CH2:42][CH2:41][CH2:40][CH2:39]5)=[O:37])[CH:24]=3)[CH:17]=[CH:16]4)=[N:12][C:8]=2[CH:7]=1)=[O:5])[CH3:2]. Procedure: Prepared as described for Compound 549a using 4-methoxyphenylboronic acid instead of 4-fluorophenylboronic acid. Reactants: C([O-])([O-])=O.[K+].[K+] (potassium carbonate), C(=O)(Cl)Cl (phosgene), ClC1=CC=C(OC2CN(C2)C(C2=CC=CC=C2)C2=CC=CC=C2)C=C1 (3-(4-chlorophenoxy)-1-diphenylmethylazetidine). Solvent: C(Cl)Cl (methylene chloride), C(Cl)Cl (methylene chloride). Reaction conditions: time 30 minute. Product: ClC1=CC=C(OC2CN(C2)C(=O)Cl)C=C1 (3(4-Chlorophenoxy)-1-azetidinecarbonyl chloride). Isolated yield 42.0%. As a reaction SMILES: [C:1]([Cl:4])(Cl)=[O:2].C(=O)([O-])[O-].[K+].[K+].[Cl:11][C:12]1[CH:35]=[CH:34][C:15]([O:16][CH:17]2[CH2:20][N:19](C(C3C=CC=CC=3)C3C=CC=CC=3)[CH2:18]2)=[CH:14][CH:13]=1>C(Cl)Cl>[Cl:11][C:12]1[CH:35]=[CH:34][C:15]([O:16][CH:17]2[CH2:18][N:19]([C:1]([Cl:4])=[O:2])[CH2:20]2)=[CH:14][CH:13]=1 |f:1.2.3|. Procedure details: A solution of 32.34 g (0.33 mole) of phosgene in 200 ml of methylene chloride cooled with a tap water bath was treated with 45.5 g (0.33 mole) of potassium carbonate and stirred for 30 min, then 105 g (0.3 mole) of 3-(4-chlorophenoxy)-1-diphenylmethylazetidine in 600 ml of methylene chloride was added dropwise. After stirring for an additional 18 hr, the reaction mixture was filtered to remove the inorganic salts then concentrated in vacuo to a dark oily residue, 127.7 g. A solid formed upon sta...